From a dataset of the Open Reaction Database (ORD), a public repository of structured organic reaction records. describe an organic reaction: reactants, conditions, products, and yield Reactants: CCn1cc(C(=O)O)c(=O)c2cc(F)c(F)cc21, c1ccncc1, c1cncc(C2CNCCN2)c1. Product: CCn1cc(C(=O)O)c(=O)c2cc(F)c(N3CCNC(c4cccnc4)C3)cc21. As a reaction SMILES: [CH2:1]([CH3:2])[n:3]1[cH:4][c:5]([C:16](=[O:17])[OH:18])[c:6](=[O:15])[c:7]2[cH:8][c:9]([F:14])[c:10]([F:13])[cH:11][c:12]12.[cH:31]1[cH:32][cH:33][n:34][cH:35][cH:36]1.[n:19]1[cH:20][c:21]([CH:25]2[NH:26][CH2:27][CH2:28][NH:29][CH2:30]2)[cH:22][cH:23][cH:24]1>>[CH2:1]([CH3:2])[n:3]1[cH:4][c:5]([C:16](=[O:17])[OH:18])[c:6](=[O:15])[c:7]2[cH:8][c:9]([F:14])[c:10]([N:29]3[CH2:28][CH2:27][NH:26][CH:25]([c:21]4[cH:20][n:19][cH:24][cH:23][cH:22]4)[CH2:30]3)[cH:11][c:12]12. Run at temperature 60 celsius. Reported procedure: The title compound was prepared from 2-amino-4-chlorobenzenesulfonamide and tert-butyl isothiocyanate by a method analogous to the one described in Example 4 except that the mixture was heated at 60° C. for 6 days. The intermediate N-(2-amino-4-chlorobenzenesulfonyl)-N′-tert-butylthiourea and the ring closed product were both purified by column chromatography; m.p. 291-294° C. (light petroleum/ethyl acetate); 1H-NMR (DMSO-d6): δ 1.39 (s, 9H, C(CH3)3), 6.92 (br s, 1H, NH), 7.17 (d, 1H, ArH), 7.28... Product: C(C)(C)(C)NC1=NS(C2=C(N1)C=C(C=C2)Cl)(=O)=O (3-tert-Butylamino-6-chloro-4H-1,2,4-benzothiadiazine 1,1-dioxide). RXN SMILES: NC1C=C(Cl)C=CC=1S(N)(=O)=O.C(N=C=S)(C)(C)C.[NH2:20][C:21]1[CH:26]=[C:25]([Cl:27])[CH:24]=[CH:23][C:22]=1[S:28]([NH:31][C:32]([NH:34][C:35]([CH3:38])([CH3:37])[CH3:36])=S)(=[O:30])=[O:29]>>[C:35]([NH:34][C:32]1[NH:20][C:21]2[CH:26]=[C:25]([Cl:27])[CH:24]=[CH:23][C:22]=2[S:28](=[O:30])(=[O:29])[N:31]=1)([CH3:38])([CH3:37])[CH3:36]. Reactants: NC1=C(C=CC(=C1)Cl)S(=O)(=O)N (2-amino-4-chlorobenzenesulfonamide), C(C)(C)(C)N=C=S (tert-butyl isothiocyanate), NC1=C(C=CC(=C1)Cl)S(=O)(=O)NC(=S)NC(C)(C)C (N-(2-amino-4-chlorobenzenesulfonyl)-N′-tert-butylthiourea). Reactants: [N+](=O)([O-])C1=CC=C(C=C1)CCCN1CCN(CC1)C1=NSC2=C1C=CC=C2 (3-{4-[3-(4-nitro-phenyl)-propyl]-piperazin-1-yl}-1,2-benzoisothiazole), C1CCOC1 (THF). The reagents and catalysts are [Ni] (Raney nickel). The solvent is C(C)N(CC)CC (triethylamine). Yields the product S1N=C(C2=C1C=CC=C2)N2CCN(CC2)CCCC2=CC=C(C=C2)N (4-[3-(4-1,2-Benzisothiazol-3-yl-piperazin-1-yl)-propyl]-phenylamine). The yield is 100.0%. As a reaction SMILES: [N+:1]([C:4]1[CH:9]=[CH:8][C:7]([CH2:10][CH2:11][CH2:12][N:13]2[CH2:18][CH2:17][N:16]([C:19]3[C:23]4[CH:24]=[CH:25][CH:26]=[CH:27][C:22]=4[S:21][N:20]=3)[CH2:15][CH2:14]2)=[CH:6][CH:5]=1)([O-])=O.C1COCC1>[Ni].C(N(CC)CC)C>[S:21]1[C:22]2[CH:27]=[CH:26][CH:25]=[CH:24][C:23]=2[C:19]([N:16]2[CH2:15][CH2:14][N:13]([CH2:12][CH2:11][CH2:10][C:7]3[CH:6]=[CH:5][C:4]([NH2:1])=[CH:9][CH:8]=3)[CH2:18][CH2:17]2)=[N:20]1. Procedure: 4-[3-(4-1,2-Benzisothiazol-3-yl-piperazin-1-yl)-propyl]-phenylamine was prepared according to the general method as outlined in Preparation 3 starting from 3-{4-[3-(4-nitro-phenyl)-propyl]-piperazin-1-yl}-1,2-benzoisothiazole (0.58 g, 1.52 mmol), 50 mL of THF treated with triethylamine (0.3 mL) and wet Raney nickel (0.56 g). The resultant solid was dried in vacuo (0.535 g, 1.52 mmol). Yield 100%; MS (APCI): 353 [M+H]+. Reactants: [O-]P(=O)([O-])[O-].[K+].[K+].[K+] (K3PO4), COC1=CC=C(COC=2C=C(C=CC2)B(O)O)C=C1 (3-(4-methoxybenzyloxy)phenylboronic acid), BrC=1SC=C(N1)C(=O)OC (methyl 2-bromothiazole-4-carboxylate), C1(CCCCC1)P(C1=C(C=CC=C1)C1=C(C=CC=C1OC)OC)C1CCCCC1 (dicyclohexyl (2′,6′-dimethoxybiphenyl-2-yl) phosphine). The reagents and catalysts are Cl[Pd]Cl (PdCl2). Solvent: O (water), C(C)(=O)OCC (ethyl acetate), C1(=CC=CC=C1)C (toluene). Conditions: temperature 180 celsius. Yields the product COC1=CC=C(COC=2C=C(C=CC2)C=2SC=C(N2)C(=O)OC)C=C1 (Methyl 2-(3-(4-methoxybenzyloxy)phenyl)thiazole-4-carboxylate). As a reaction SMILES: [CH3:1][O:2][C:3]1[CH:19]=[CH:18][C:6]([CH2:7][O:8][C:9]2[CH:10]=[C:11](B(O)O)[CH:12]=[CH:13][CH:14]=2)=[CH:5][CH:4]=1.Br[C:21]1[S:22][CH:23]=[C:24]([C:26]([O:28][CH3:29])=[O:27])[N:25]=1.C1(P(C2CCCCC2)C2C=CC=CC=2C2C(OC)=CC=CC=2OC)CCCCC1.[O-]P([O-])([O-])=O.[K+].[K+].[K+]>C1(C)C=CC=CC=1.O.C(OCC)(=O)C.Cl[Pd]Cl>[CH3:1][O:2][C:3]1[CH:19]=[CH:18][C:6]([CH2:7][O:8][C:9]2[CH:10]=[C:11]([C:21]3[S:22][CH:23]=[C:24]([C:26]([O:28][CH3:29])=[O:27])[N:25]=3)[CH:12]=[CH:13][CH:14]=2)=[CH:5][CH:4]=1 |f:3.4.5.6|. Reported procedure: 3-(4-methoxybenzyloxy)phenylboronic acid (697 mg, 2.7 mmol, 1.5 eq.), methyl 2-bromothiazole-4-carboxylate (400 mg, 1.8 mmol, 1.0 eq.), dicyclohexyl (2′,6′-dimethoxybiphenyl-2-yl) phosphine (74 mg, 0.18 mmol, 10 mol %) and PdCl2 (20 mg, 0.090 mmol, 5 mol %) were dissolved in toluene (6 mL) and added to a solution of K3PO4 (828 mg, 3.6 mmol, 2.0 eq.) in water (0.6 mL). The reaction mixture was heated 20 min at 180° C. in a microwave reactor, allowed to cool, diluted with ethyl acetate, washed wit... Starting materials: BrC1=C(N)C(=CC(=C1Cl)Cl)[N+](=O)[O-] (2-Bromo-3,4dichloro-6-nitroaniline), C([O-])([O-])=O.[Na+].[Na+] (sodium carbonate), C(C)O (ethanol), Cl (hydrochloric acid). The reagents and catalysts are [Fe] (iron). Run in O (water). Conditions: temperature 0 celsius. The product is BrC=1C(=C(C=C(C1Cl)Cl)N)N (3-Bromo-4,5-dichloro-1,2-phenylenediamine). The yield is 79.1%. Reaction SMILES: [Br:1][C:2]1[C:8]([Cl:9])=[C:7]([Cl:10])[CH:6]=[C:5]([N+:11]([O-])=O)[C:3]=1[NH2:4].C(O)C.Cl.C(=O)([O-])[O-].[Na+].[Na+]>O.[Fe]>[Br:1][C:2]1[C:3]([NH2:4])=[C:5]([NH2:11])[CH:6]=[C:7]([Cl:10])[C:8]=1[Cl:9] |f:3.4.5|. Reported procedure: 2-Bromo-3,4dichloro-6-nitroaniline (48.3 g, 168.9 mmol), iron powder (30.0 g, 537.2 mmol) and ethanol (1 L) were combined and the resulting suspension was cooled to 0° C. Concentrated hydrochloric acid (37%, 193.0 mL, 2.36 mol) was then added dropwise over 15 min by means of an addition funnel. The resulting mixture was heated to reflux for 1 h, after which time it was allowed to cool to room temperature. The mixture was diluted with water (1.5 L) and the pH was adjusted to approximately 8 by th... Reactants: O=C([O-])[O-], CCOC(=O)CCNC(C)(C)c1ccccc1, CC(C)=O, [Cl-], [K+], [K+], O=C(O)Cc1ccccc1. Yields the product CCOC(=O)CCN(C(=O)Cc1ccccc1)C(C)(C)c1ccccc1. Reaction SMILES: [C:18](=[O:19])([O-:20])[O-:21].[CH3:1][C:2]([c:3]1[cH:4][cH:5][cH:6][cH:7][cH:8]1)([CH3:9])[NH:10][CH2:11][CH2:12][C:13](=[O:14])[O:15][CH2:16][CH3:17].[CH3:35][C:36](=[O:37])[CH3:38].[Cl-:24].[K+:22].[K+:23].[c:25]1([CH2:31][C:32](=[O:33])[OH:34])[cH:26][cH:27][cH:28][cH:29][cH:30]1>>[CH3:1][C:2]([c:3]1[cH:4][cH:5][cH:6][cH:7][cH:8]1)([CH3:9])[N:10]([CH2:11][CH2:12][C:13](=[O:14])[O:15][CH2:16][CH3:17])[C:32]([CH2:31][c:25]1[cH:26][cH:27][cH:28][cH:29][cH:30]1)=[O:33]. The reactants are BrC1=C(C(=O)O)C=CC=C1 (2-bromobenzoic acid), cuprous bromide, C(CC(=O)OC)(=O)OC (dimethyl malonate), [H-].[Na+] (NaH), N#N (N2), [H-].[Na+] (NaH). Run in O (H2O). Run at temperature 70 celsius, time 30 minute. Product: COC(C(C(=O)OC)C1=C(C=CC=C1)C(=O)O)=O ((2-Carboxyphenyl)propanedioic Acid Dimethyl Ester). Yield: 90.9%. RXN SMILES: Br[C:2]1[CH:10]=[CH:9][CH:8]=[CH:7][C:3]=1[C:4]([OH:6])=[O:5].[C:11]([O:18][CH3:19])(=[O:17])[CH2:12][C:13]([O:15][CH3:16])=[O:14].[H-].[Na+].N#N>O>[CH3:16][O:15][C:13](=[O:14])[CH:12]([C:2]1[CH:10]=[CH:9][CH:8]=[CH:7][C:3]=1[C:4]([OH:6])=[O:5])[C:11]([O:18][CH3:19])=[O:17] |f:2.3|. Reported procedure: To a rapidly stirred cold suspension (0° C.) of 2-bromobenzoic acid (30.0 g, 149.32 mmol), cuprous bromide (2.14 g, 14.93 mmol) and dimethyl malonate (300 mL) was added NaH (80% in mineral oil, 10.75 g, 358.37 mmol) over a 30 minute period, while a stream of dry N2 was passed over the mixture. After the addition of the NaH had been completed, the mixture was stirred for 10 minutes at room temperature and 30 minutes at 70° C. (external oil bath temperature). At this point, the suspension had turn... Reaction conditions: time 8 hour. The reactants are N(=[N+]=[N-])CC(=O)N(C1=C(C=CC=C1)OC1=CC=CC=C1)CC1=C(C=CC=C1)OC (N-azidoacetyl-N-(2-methoxybenzyl)-2-phenoxyaniline). The product is NCC(=O)N(C1=C(C=CC=C1)OC1=CC=CC=C1)CC1=C(C=CC=C1)OC (N-aminoacetyl-N-(2-methoxybenzyl)-2-phenoxyaniline). As a reaction SMILES: [N:1]([CH2:4][C:5]([N:7]([CH2:21][C:22]1[CH:27]=[CH:26][CH:25]=[CH:24][C:23]=1[O:28][CH3:29])[C:8]1[CH:13]=[CH:12][CH:11]=[CH:10][C:9]=1[O:14][C:15]1[CH:20]=[CH:19][CH:18]=[CH:17][CH:16]=1)=[O:6])=[N+]=[N-]>CO.[Pt]=O>[NH2:1][CH2:4][C:5]([N:7]([CH2:21][C:22]1[CH:27]=[CH:26][CH:25]=[CH:24][C:23]=1[O:28][CH3:29])[C:8]1[CH:13]=[CH:12][CH:11]=[CH:10][C:9]=1[O:14][C:15]1[CH:20]=[CH:19][CH:18]=[CH:17][CH:16]=1)=[O:6]. Isolated yield 39.8%. Procedure: To a solution of 647 mg of N-azidoacetyl-N-(2-methoxybenzyl)-2-phenoxyaniline in 7 ml of methanol was added 20 mg of platinum oxide, followed by stirring under a hydrogen atmosphere at room temperature overnight. The reaction mixture was filtered through Celite, and after concentration under reduced pressure, purified by silica gel column chromatography (eluent; ethyl acetate−hexane=1:6) and recrystallized from ethyl acetate-isopropyl ether to give 0.24 g of N-aminoacetyl-N-(2-methoxybenzyl)-2-p... The reagents and catalysts are [Pt]=O (platinum oxide). Run in CO (methanol). Reactants: C[O-].[Na+] (sodium methoxide), CC=1N=C2N(C(C1)=O)C=CC=C2 (2-methyl-4H-pyrido[1,2-a]-pyrimidin-4-one), COC=1C=C(C=C(C1OC)OC)C1=C(C=O)C=CC=C1 (3,4,5-trimethoxyphenyl-benzaldehyde). Run in C(C)O (ethanol). The product is COC=1C=C(C=C(C1OC)OC)/C=C/C=1N=C2N(C(C1)=O)C=CC=C2 (2-[trans-2-(3,4,5-Trimethoxyphenyl)ethenyl]-4H-pyrido[1,2-a]-pyrimidin-4-one). RXN SMILES: C[O-].[Na+].[CH3:4][C:5]1[N:6]=[C:7]2[CH:15]=[CH:14][CH:13]=[CH:12][N:8]2[C:9](=[O:11])[CH:10]=1.[CH3:16][O:17][C:18]1[CH:19]=[C:20]([C:28]2C=CC=CC=2C=O)[CH:21]=[C:22]([O:26][CH3:27])[C:23]=1[O:24][CH3:25]>C(O)C>[CH3:27][O:26][C:22]1[CH:21]=[C:20](/[CH:28]=[CH:4]/[C:5]2[N:6]=[C:7]3[CH:15]=[CH:14][CH:13]=[CH:12][N:8]3[C:9](=[O:11])[CH:10]=2)[CH:19]=[C:18]([O:17][CH3:16])[C:23]=1[O:24][CH3:25] |f:0.1|. Procedure: To a solution of 1.3g of sodium methoxide in 75ml of absolute ethanol is added 3.2g of 2-methyl-4H-pyrido[1,2-a]-pyrimidin-4-one, followed by 4.0g of 3,4,5-trimethoxyphenyl-benzaldehyde. The mixture is stirred and heated under reflux for 24 hours. The mixture is worked up as described in Example 3 to yield the title compound, melting point 212°-214°C, dec. The reactants are Cl (hydrochloride), NC1=C(C=C(C=C1F)C(CNC1CCCC1)=O)C#N (4'-amino-3'-cyano-2-cyclopentylamino-5'-fluoroacetophenone). Yields the product NC1=C(C=C(C=C1F)C(CNC1CCCC1)O)C#N (1-(4'-Amino-3'-cyano-5'-fluoro-phenyl)-2-cyclopentylamino-ethanol). RXN SMILES: Cl.[NH2:2][C:3]1[C:8]([F:9])=[CH:7][C:6]([C:10](=[O:18])[CH2:11][NH:12][CH:13]2[CH2:17][CH2:16][CH2:15][CH2:14]2)=[CH:5][C:4]=1[C:19]#[N:20]>>[NH2:2][C:3]1[C:8]([F:9])=[CH:7][C:6]([CH:10]([OH:18])[CH2:11][NH:12][CH:13]2[CH2:17][CH2:16][CH2:15][CH2:14]2)=[CH:5][C:4]=1[C:19]#[N:20]. Procedure details: m.p. of the hydrochloride: 184°-186° C. (decomp.), was prepared from 4'-amino-3'-cyano-2-cyclopentylamino-5'-fluoroacetophenone analogous to Example 49.